Dataset: the Open Reaction Database (ORD), a public repository of structured organic reaction records. Task: describe an organic reaction: reactants, conditions, products, and yield The reactants are ClC1=C(N)C=CC=C1Cl (2,3-dichloroaniline), [S-]C#N.[Na+] (sodium thiocyanate), BrBr (bromine), [Br-].[Na+] (sodium bromide), C([O-])([O-])=O.[Na+].[Na+] (sodium carbonate). The solvent is O (water), CO (MeOH), CO (MeOH). Conditions: time 1 hour. Yields the product ClC1=C(N)C=CC(=C1Cl)SC#N (2,3-Dichloro-4-thiocyanatoaniline). Yield: 88.0%. As a reaction SMILES: [Cl:1][C:2]1[C:8]([Cl:9])=[CH:7][CH:6]=[CH:5][C:3]=1[NH2:4].[S-:10][C:11]#[N:12].[Na+].BrBr.[Br-].[Na+].C(=O)([O-])[O-].[Na+].[Na+]>CO.O>[Cl:1][C:2]1[C:8]([Cl:9])=[C:7]([S:10][C:11]#[N:12])[CH:6]=[CH:5][C:3]=1[NH2:4] |f:1.2,4.5,6.7.8|. Procedure details: To a cold (0-5° C.) solution of 2,3-dichloroaniline (2 g) and sodium thiocyanate (3 g) in MeOH (30 ml), was added a solution of bromine (2 g) in MeOH (10 ml) saturated with sodium bromide. The solution was left to stir for 1 hour. The reaction mixture was poured into water (200 ml) and neutralised with sodium carbonate to pH 8. The solid was collected by filtration and dried to yield the title compound as a white solid (2.38 g) 88%. NMR: 6.35 (s, 2H), 6.81 (d, 1H), 7.55 (d, 1H); m/z (EI+): 218. The reactants are Cc1ccc(N=C=O)cc1[N+](=O)[O-], CC#N, Cl, Cl, NCc1ccc2c(c1)CN(C1CCC(=O)NC1=O)C2=O. Product: Cc1ccc(NC(=O)NCc2ccc3c(c2)CN(C2CCC(=O)NC2=O)C3=O)cc1[N+](=O)[O-]. RXN SMILES: [CH3:22][c:23]1[c:24]([N+:32](=[O:33])[O-:34])[cH:25][c:26]([N:29]=[C:30]=[O:31])[cH:27][cH:28]1.[CH3:36][C:37]#[N:38].[ClH:1].[ClH:35].[NH2:2][CH2:3][c:4]1[cH:5][c:6]2[c:10]([cH:11][cH:12]1)[C:9](=[O:13])[N:8]([CH:14]1[C:15](=[O:21])[NH:16][C:17](=[O:20])[CH2:18][CH2:19]1)[CH2:7]2>>[NH:2]([CH2:3][c:4]1[cH:5][c:6]2[c:10]([cH:11][cH:12]1)[C:9](=[O:13])[N:8]([CH:14]1[C:15](=[O:21])[NH:16][C:17](=[O:20])[CH2:18][CH2:19]1)[CH2:7]2)[C:30]([NH:29][c:26]1[cH:25][c:24]([N+:32](=[O:33])[O-:34])[c:23]([CH3:22])[cH:28][cH:27]1)=[O:31]. The reactants are ice, C1(=CC=CC=C1)C(C(=O)N)C1=NC=CC=C1 ((RS)-Phenyl-pyridin-2-yl-acetamide), Cl.CO (HCl methanol), [OH-].[Na+] (sodium hydroxide). The solvent is saturated solution. Yields the product COC(C(C1=NC=CC=C1)C1=CC=CC=C1)=O ((RS)-phenyl-pyridin-2-yl-acetic acid methyl ester). Yield: 59.0%. Reaction SMILES: [C:1]1([CH:7]([C:11]2[CH:16]=[CH:15][CH:14]=[CH:13][N:12]=2)[C:8](N)=[O:9])[CH:6]=[CH:5][CH:4]=[CH:3][CH:2]=1.[OH-:17].[Na+].Cl.[CH3:20]O>>[CH3:20][O:9][C:8](=[O:17])[CH:7]([C:1]1[CH:6]=[CH:5][CH:4]=[CH:3][CH:2]=1)[C:11]1[CH:16]=[CH:15][CH:14]=[CH:13][N:12]=1 |f:1.2,3.4|. Procedure: (RS)-Phenyl-pyridin-2-yl-acetamide (0.340 g, 1.60 mmol) was dissolved in 5 ml of a saturated solution of HCl/methanol and refluxed for 6 h in a closed vessel. The mixture is poured on 25 g of ice, the pH is adjusted to 8-9 by cautious addition of 28% sodium hydroxide solution keeping the temperature below 10° C. and the product is extracted with ethyl acetate/water. After drying (MgSO4) and concentration, the crude material is purified by flash chromatography on silicagel using 1:4 mixture of et... Reactants: CCO, [Na+], N#Cc1cccc(C2OCCO2)c1, [OH-], O. Yields the product NC(=O)c1cccc(C2OCCO2)c1. Reaction SMILES: [CH3:16][CH2:17][OH:18].[Na+:15].[O:1]1[CH:2]([c:6]2[cH:7][c:8]([C:9]#[N:10])[cH:11][cH:12][cH:13]2)[O:3][CH2:4][CH2:5]1.[OH-:14].[OH2:19]>>[O:1]1[CH:2]([c:6]2[cH:7][c:8]([C:9]([NH2:10])=[O:14])[cH:11][cH:12][cH:13]2)[O:3][CH2:4][CH2:5]1. Reactants: C(C)OC(COC1=C(C=C(C=C1)S(=O)(=O)Cl)C)=O (4-Chlorosulfonyl-2-methylphenoxy-acetic acid ethyl ester), C(C)OC(COC1=C(C=CC(=C1)C)C)=O (2,5-Dimethylphenoxy-acetic acid ethyl ester). The product is C(C)OC(COC1=C(C=C(C(=C1)C)S(=O)(=O)Cl)C)=O (4-Chlorosulfonyl-2,5-dimethylphenoxy-acetic acid ethyl ester). RXN SMILES: [CH2:1]([O:3][C:4](=[O:18])[CH2:5][O:6][C:7]1[CH:12]=[CH:11][C:10]([S:13]([Cl:16])(=[O:15])=[O:14])=[CH:9][C:8]=1[CH3:17])[CH3:2].[CH2:19](OC(=O)COC1C=C(C)C=CC=1C)C>>[CH2:1]([O:3][C:4](=[O:18])[CH2:5][O:6][C:7]1[CH:12]=[C:11]([CH3:19])[C:10]([S:13]([Cl:16])(=[O:14])=[O:15])=[CH:9][C:8]=1[CH3:17])[CH3:2]. Reported procedure: The title compound was prepared according to the method described for preparing compound 10.2, using compound 21.1 as the starting material. 1H NMR (400 MHz) (CDCl3) δ 7.86 (1H, s); 6.61 (1H, s); 4.74 (2H, s); 4.30 (2H, q, J=7.1 Hz); 2.71 (3H, s); 2.31 (3H, s); 1.32 (3H, t, J=7.1 Hz). The reactants are COc1cc(N)c(Cl)cc1C(=O)NCC1CCN(C(=O)OC(C)(C)C)CC1, CCOCC, CO, Cl. The product is COc1cc(N)c(Cl)cc1C(=O)NCC1CCNCC1. RXN SMILES: [C:1]([O:2][C:3](=[O:4])[N:8]1[CH2:9][CH2:10][CH:11]([CH2:14][NH:15][C:16](=[O:17])[c:18]2[c:19]([O:26][CH3:27])[cH:20][c:21]([NH2:25])[c:22]([Cl:24])[cH:23]2)[CH2:12][CH2:13]1)([CH3:5])([CH3:6])[CH3:7].[CH2:31]([O:32][CH2:33][CH3:34])[CH3:35].[CH3:29][OH:30].[ClH:28]>>[NH:8]1[CH2:9][CH2:10][CH:11]([CH2:14][NH:15][C:16](=[O:17])[c:18]2[c:19]([O:26][CH3:27])[cH:20][c:21]([NH2:25])[c:22]([Cl:24])[cH:23]2)[CH2:12][CH2:13]1. Reactants: C=Cc1cccc(OC(C)(C)C)n1, CCOC(C)=O, CN(C)C=O, CCN(C(C)C)C(C)C, Cl, OC1(COc2ccccc2F)CCNCC1, O. Product: CC(C)(C)Oc1cccc(CCN2CCC(O)(COc3ccccc3F)CC2)n1. Reaction SMILES: [C:1]([CH3:2])([CH3:3])([CH3:4])[O:5][c:6]1[n:7][c:8]([CH:12]=[CH2:13])[cH:9][cH:10][cH:11]1.[CH3:32][CH2:33][O:34][C:35](=[O:36])[CH3:37].[CH3:38][N:39]([CH3:40])[CH:41]=[O:42].[CH:43]([N:44]([CH2:45][CH3:46])[CH:47]([CH3:48])[CH3:49])([CH3:50])[CH3:51].[ClH:14].[F:15][c:16]1[c:17]([O:18][CH2:19][C:20]2([OH:26])[CH2:21][CH2:22][NH:23][CH2:24][CH2:25]2)[cH:27][cH:28][cH:29][cH:30]1.[OH2:31]>>[C:1]([CH3:2])([CH3:3])([CH3:4])[O:5][c:6]1[n:7][c:8]([CH2:12][CH2:13][N:23]2[CH2:22][CH2:21][C:20]([CH2:19][O:18][c:17]3[c:16]([F:15])[cH:30][cH:29][cH:28][cH:27]3)([OH:26])[CH2:25][CH2:24]2)[cH:9][cH:10][cH:11]1.